Dataset: the Open Reaction Database (ORD), a public repository of structured organic reaction records. Task: describe an organic reaction: reactants, conditions, products, and yield Starting materials: C1CCOC1, Cc1nc2c(o1)c(C(=O)O)cc1nc(Nc3c(Cl)cccc3Cl)[nH]c12, Nc1ccc(C(F)(F)F)cc1, [H-], [Na+], O=S(Cl)Cl, c1ccccc1. The product is Cc1nc2c(o1)c(C(=O)Nc1ccc(C(F)(F)F)cc1)cc1nc(Nc3c(Cl)cccc3Cl)[nH]c12. RXN SMILES: [CH2:43]1[O:44][CH2:45][CH2:46][CH2:47]1.[Cl:1][c:2]1[c:3]([NH:9][c:10]2[n:11][c:12]3[cH:13][c:14]([C:23](=[O:24])[OH:25])[c:15]4[c:16]([n:17][c:18]([CH3:20])[o:19]4)[c:21]3[nH:22]2)[c:4]([Cl:8])[cH:5][cH:6][cH:7]1.[F:30][C:31]([c:32]1[cH:33][cH:34][c:35]([NH2:36])[cH:37][cH:38]1)([F:39])[F:40].[H-:42].[Na+:41].[S:26]([Cl:27])([Cl:28])=[O:29].[cH:48]1[cH:49][cH:50][cH:51][cH:52][cH:53]1>>[Cl:1][c:2]1[c:3]([NH:9][c:10]2[n:11][c:12]3[cH:13][c:14]([C:23](=[O:24])[NH:36][c:35]4[cH:34][cH:33][c:32]([C:31]([F:30])([F:39])[F:40])[cH:38][cH:37]4)[c:15]4[c:16]([n:17][c:18]([CH3:20])[o:19]4)[c:21]3[nH:22]2)[c:4]([Cl:8])[cH:5][cH:6][cH:7]1.